describe an organic reaction: reactants, conditions, products, and yield From a dataset of the Open Reaction Database (ORD), a public repository of structured organic reaction records. Starting materials: [Na] (sodium), ClC1=NC(=CC=C1)NN (2-chloro-6-hydrazinopyridine), C(C(=C)C)#N (methacrylonitrile). Run in C(C)O (ethanol). Product: NC1=NN(CC1C)C1=NC(=CC=C1)Cl (2-(3-Amino-4-methyl-2-pyrazolin-1-yl)-6-chloropyridine). RXN SMILES: [Na].[Cl:2][C:3]1[CH:8]=[CH:7][CH:6]=[C:5]([NH:9][NH2:10])[N:4]=1.[C:11](#[N:15])[C:12]([CH3:14])=[CH2:13]>C(O)C>[NH2:15][C:11]1[CH:12]([CH3:14])[CH2:13][N:9]([C:5]2[CH:6]=[CH:7][CH:8]=[C:3]([Cl:2])[N:4]=2)[N:10]=1 |^1:0|. Reported procedure: As for Example 2 a 0.32 g. amount of sodium metal is dissolved in 100 ml. of absolute ethanol, then 10.0 g. of 2-chloro-6-hydrazinopyridine is added, followed by 4.8 g. of methacrylonitrile in place of acrylonitrile. The procedure of Example 2 is followed to give 9.4 g. of crude product. The material is recrystallized from dichloromethane-hexane to give the product of the Example as pale yellow crystals, m.p. 175°-176° C. Reactants: S1C(=CC=C1)/C(/C(=O)OCC=C)=N/OCC=1OC=C(C(C1)=O)OC(C1=CC=CC=C1)C1=CC=CC=C1 (Allyl (E)-2-(2-thienyl)-2-[(5-benzhydryloxy-4-pyranon-2-yl methoxy)imino]acetate), C(C)C(C(=O)[O-])CCCC.[Na+] (sodium 2-ethylhexanoate), C1(=CC=CC=C1)P(C1=CC=CC=C1)C1=CC=CC=C1 (triphenylphosphine). The reagents and catalysts are C=1C=CC(=CC1)[P](C=2C=CC=CC2)(C=3C=CC=CC3)[Pd]([P](C=4C=CC=CC4)(C=5C=CC=CC5)C=6C=CC=CC6)([P](C=7C=CC=CC7)(C=8C=CC=CC8)C=9C=CC=CC9)[P](C=1C=CC=CC1)(C=1C=CC=CC1)C=1C=CC=CC1 (Pd (PPh3)4). Solvent: C(Cl)Cl (methylene chloride), C(C)(=O)OCC (ethyl acetate). Conditions: time 5 hour. Yields the product S1C(=CC=C1)/C(/C(=O)[O-])=N/OCC=1OC=C(C(C1)=O)OC(C1=CC=CC=C1)C1=CC=CC=C1.[Na+] (Sodium (E)-2-(2-thienyl)-2-[(5-benzhydryloxy-4-pyranon-2-yl methoxy)imino]acetate). The yield is 99.2%. RXN SMILES: [S:1]1[CH:5]=[CH:4][CH:3]=[C:2]1/[C:6](=[N:13]/[O:14][CH2:15][C:16]1[O:17][CH:18]=[C:19]([O:23][CH:24]([C:31]2[CH:36]=[CH:35][CH:34]=[CH:33][CH:32]=2)[C:25]2[CH:30]=[CH:29][CH:28]=[CH:27][CH:26]=2)[C:20](=[O:22])[CH:21]=1)/[C:7]([O:9]CC=C)=[O:8].C(C(CCCC)C([O-])=O)C.[Na+:47].C1(P(C2C=CC=CC=2)C2C=CC=CC=2)C=CC=CC=1>C(Cl)Cl.C(OCC)(=O)C.C1C=CC([P]([Pd]([P](C2C=CC=CC=2)(C2C=CC=CC=2)C2C=CC=CC=2)([P](C2C=CC=CC=2)(C2C=CC=CC=2)C2C=CC=CC=2)[P](C2C=CC=CC=2)(C2C=CC=CC=2)C2C=CC=CC=2)(C2C=CC=CC=2)C2C=CC=CC=2)=CC=1>[S:1]1[CH:5]=[CH:4][CH:3]=[C:2]1/[C:6](=[N:13]/[O:14][CH2:15][C:16]1[O:17][CH:18]=[C:19]([O:23][CH:24]([C:31]2[CH:36]=[CH:35][CH:34]=[CH:33][CH:32]=2)[C:25]2[CH:26]=[CH:27][CH:28]=[CH:29][CH:30]=2)[C:20](=[O:22])[CH:21]=1)/[C:7]([O-:9])=[O:8].[Na+:47] |f:1.2,7.8,^1:79,81,100,119|. Reported procedure: A solution of allyl (E)-2-(2-thienyl)-2-[(5-benzhydryloxy-4-pyranon-2-yl methoxy)imino]acetate (from Step 1, Example 2, 2.09 gm, 4.17 mmol), in a mixture of methylene chloride and ethyl acetate (25 ml: 55 ml) was treated with sodium 2-ethylhexanoate (693 mg, 4.17 mmol), triphenylphosphine (109 mg, 0.417 mmol) and Pd (PPh3)4 (193 mg, 0.167 mmol) and the mixture was stirred at room temperature for 5 hrs. The resulting precipitate was filtered, washed with a mixture of ether-ethyl acetate (1:1) and... The reactants are Cl.NO (Hydroxylamine hydrochloride), N1C=CC2=CC=C(C=C12)C=O (1H-indole-6-carbaldehyde). The solvent is N1=CC=CC=C1 (pyridine). Reaction conditions: time 1 hour. Product: N1C=CC2=CC=C(C=C12)C=NO (1H-indole-6-carbaldehyde oxime). The yield is 11.6%. RXN SMILES: Cl.[NH2:2][OH:3].[NH:4]1[C:12]2[C:7](=[CH:8][CH:9]=[C:10]([CH:13]=O)[CH:11]=2)[CH:6]=[CH:5]1>N1C=CC=CC=1>[NH:4]1[C:12]2[C:7](=[CH:8][CH:9]=[C:10]([CH:13]=[N:2][OH:3])[CH:11]=2)[CH:6]=[CH:5]1 |f:0.1|. Procedure: Hydroxylamine hydrochloride (0.574 g) was added portionwise to a solution of 1H-indole-6-carbaldehyde (1 g) in pyridine (5 ml) are RT. The resulting solution was heated to reflux and stirred at that temperature for 1 hour. The solvent was evaporated. The residue was diluted with ethyl acetate (50 mL) and the resulting solution was washed with aqueous hydrochloric acid (0.5 M, 40 mL). The organic fraction was separated and dried over anhydrous magnesium sulfate. The dried solution was concentrate... The reactants are COC(C(CC1=CC=CC=C1)N(CC#C)S(=O)(=O)C1=C(C(=C(C=C1C)OC)C)C)=O (2-[(4-Methoxy-2,3,6-trimethyl-benzenesulfonyl)-prop-2-ynyl-amino]-3-phenyl-propionic acid methyl ester), CSCC (ethyl methyl sulfide). The solvent is ClC(C)Cl (dichloroethane), FC(C(=O)O)(F)F (trifluoroacetic acid). Run at time 12 hour. Product: COC(C(CC1=CC=CC=C1)NCC#C)=O (3-Phenyl-2-prop-2-ynylamino-propionic acid methyl ester). As a reaction SMILES: [CH3:1][O:2][C:3](=[O:30])[CH:4]([N:12](S(C1C(C)=CC(OC)=C(C)C=1C)(=O)=O)[CH2:13][C:14]#[CH:15])[CH2:5][C:6]1[CH:11]=[CH:10][CH:9]=[CH:8][CH:7]=1.CSCC>ClC(Cl)C.FC(F)(F)C(O)=O>[CH3:1][O:2][C:3](=[O:30])[CH:4]([NH:12][CH2:13][C:14]#[CH:15])[CH2:5][C:6]1[CH:11]=[CH:10][CH:9]=[CH:8][CH:7]=1. Procedure: To a solution of 2-[(4-Methoxy-2,3,6-trimethyl-benzenesulfonyl)-prop-2-ynyl-amino]-3-phenyl-propionic acid methyl ester (150 mg, 0.349 mmol) in anhydrous dichloroethane (1.5 mL), trifluoroacetic acid (3.5 mL) and ethyl methyl sulfide (0.16 mL, 1.75 mmol) were added. The reaction mixture was stirred at room temperature under a N2 atmosphere for 12 h. Excess of solvents were removed under reduced pressure and the residue was extracted between saturated NaHCO3 solution and ethyl acetate. The organi... The reactants are C1CCOC1, COc1cc2ncnc(Cl)c2cc1OC, [H-], O=C1Cc2ccccc2N1, [Na+]. Product: COc1cc2ncnc(C3C(=O)Nc4ccccc43)c2cc1OC. RXN SMILES: [CH2:28]1[O:29][CH2:30][CH2:31][CH2:32]1.[Cl:13][c:14]1[n:15][cH:16][n:17][c:18]2[cH:19][c:20]([O:26][CH3:27])[c:21]([O:24][CH3:25])[cH:22][c:23]12.[H-:11].[NH:1]1[C:2](=[O:10])[CH2:3][c:4]2[cH:5][cH:6][cH:7][cH:8][c:9]21.[Na+:12]>>[NH:1]1[C:2](=[O:10])[CH:3]([c:14]2[n:15][cH:16][n:17][c:18]3[cH:19][c:20]([O:26][CH3:27])[c:21]([O:24][CH3:25])[cH:22][c:23]23)[c:4]2[cH:5][cH:6][cH:7][cH:8][c:9]21.